This data is from the Open Reaction Database (ORD), a public repository of structured organic reaction records. The task is: describe an organic reaction: reactants, conditions, products, and yield Starting materials: CS(=O)(=O)Cl, COC(=O)c1ccc(C)c(O)c1, c1ccncc1. The product is COC(=O)c1ccc(C)c(OS(C)(=O)=O)c1. As a reaction SMILES: [CH3:13][S:14]([Cl:15])(=[O:16])=[O:17].[OH:1][c:2]1[cH:3][c:4]([C:5](=[O:6])[O:7][CH3:8])[cH:9][cH:10][c:11]1[CH3:12].[cH:18]1[cH:19][cH:20][n:21][cH:22][cH:23]1>>[O:1]([c:2]1[cH:3][c:4]([C:5](=[O:6])[O:7][CH3:8])[cH:9][cH:10][c:11]1[CH3:12])[S:14]([CH3:13])(=[O:16])=[O:17]. Starting materials: C1CCOC1, COC(=O)C(NS(=O)(=O)c1ccc(-c2ccc(NC(=O)c3oc4ccc(Cl)c(OC)c4c3C)cc2)cc1)C(C)C, [Li+], [OH-]. The product is COc1c(Cl)ccc2oc(C(=O)Nc3ccc(-c4ccc(S(=O)(=O)NC(C(=O)O)C(C)C)cc4)cc3)c(C)c12. As a reaction SMILES: [CH2:43]1[O:44][CH2:45][CH2:46][CH2:47]1.[CH3:1][O:2][C:3]([CH:4]([CH:5]([CH3:6])[CH3:7])[NH:8][S:9](=[O:10])(=[O:11])[c:12]1[cH:13][cH:14][c:15](-[c:18]2[cH:19][cH:20][c:21]([NH:24][C:25](=[O:26])[c:27]3[o:28][c:29]4[c:30]([c:31]3[CH3:32])[c:33]([O:38][CH3:39])[c:34]([Cl:37])[cH:35][cH:36]4)[cH:22][cH:23]2)[cH:16][cH:17]1)=[O:40].[Li+:42].[OH-:41]>>[O:2]=[C:3]([CH:4]([CH:5]([CH3:6])[CH3:7])[NH:8][S:9](=[O:10])(=[O:11])[c:12]1[cH:13][cH:14][c:15](-[c:18]2[cH:19][cH:20][c:21]([NH:24][C:25](=[O:26])[c:27]3[o:28][c:29]4[c:30]([c:31]3[CH3:32])[c:33]([O:38][CH3:39])[c:34]([Cl:37])[cH:35][cH:36]4)[cH:22][cH:23]2)[cH:16][cH:17]1)[OH:40]. Reactants: [Al+3], C1CCOC1, COc1cc2[nH]cc(CC#N)c2cc1OC, [H-], [H-], [H-], [H-], [Li+], O=S(=O)(O)O. Yields the product [AlH3], COc1cc2[nH]cc(CCN)c2cc1OC. Reaction SMILES: [Al+3:7].[CH2:28]1[O:29][CH2:30][CH2:31][CH2:32]1.[CH3:12][O:13][c:14]1[cH:15][c:16]2[c:17]([CH2:25][C:26]#[N:27])[cH:18][nH:19][c:20]2[cH:21][c:22]1[O:23][CH3:24].[H-:10].[H-:11].[H-:6].[H-:9].[Li+:8].[S:1](=[O:2])(=[O:3])([OH:4])[OH:5]>>[AlH3:7].[CH3:12][O:13][c:14]1[cH:15][c:16]2[c:17]([CH2:25][CH2:26][NH2:27])[cH:18][nH:19][c:20]2[cH:21][c:22]1[O:23][CH3:24]. Reactants: CN(C)c1ccccc1, CC#N, Cc1cc(C)c(-c2nc(C)n3c(O)c(CCCl)c(C)nc23)c(C)c1, CCC(N)CC, O, O=P(Cl)(Cl)Cl. Yields the product Cc1cc(C)c(-c2nc(C)n3c(Cl)c(CCCl)c(C)nc23)c(C)c1. As a reaction SMILES: [CH3:25][N:26]([c:27]1[cH:28][cH:29][cH:30][cH:31][cH:32]1)[CH3:33].[CH3:46][C:47]#[N:48].[Cl:1][CH2:2][CH2:3][c:4]1[c:5]([CH3:24])[n:6][c:7]2[n:8]([c:9]1[OH:10])[c:11]([CH3:23])[n:12][c:13]2-[c:14]1[c:15]([CH3:22])[cH:16][c:17]([CH3:21])[cH:18][c:19]1[CH3:20].[NH2:34][CH:35]([CH2:36][CH3:37])[CH2:38][CH3:39].[OH2:40].[P:41]([Cl:42])([Cl:43])([Cl:44])=[O:45]>>[Cl:1][CH2:2][CH2:3][c:4]1[c:5]([CH3:24])[n:6][c:7]2[n:8]([c:9]1[Cl:43])[c:11]([CH3:23])[n:12][c:13]2-[c:14]1[c:15]([CH3:22])[cH:16][c:17]([CH3:21])[cH:18][c:19]1[CH3:20]. The reactants are C(C)(C)(C)[O-].[K+] (potassium tert-butanolate), O (water), C(C)(C)(C)[O-].[K+] (potassium tert-butanolate), COCC1=C(C=CC=C1)C(C(=O)OC)=O (methyl 2-methoxymethylphenylglyoxylate). Reagents/catalysts: [Br-].C(C)[P+](C1=CC=CC=C1)(C1=CC=CC=C1)C1=CC=CC=C1 (ethyltriphenylphosphonium bromide). The solvent is O1CCCC1 (tetrahydrofuran), O1CCCC1 (tetrahydrofuran). Conditions: temperature 5 celsius, time 1 hour. Product: COCC1=C(C=CC=C1)C(C(=O)OC)=CC (methyl α-(2-methoxymethylphenyl)-β-methylacrylate). Isolated yield 78.1%. RXN SMILES: [C:1]([O-])(C)(C)[CH3:2].[K+].[CH3:7][O:8][CH2:9][C:10]1[CH:15]=[CH:14][CH:13]=[CH:12][C:11]=1[C:16](=O)[C:17]([O:19][CH3:20])=[O:18].O>[Br-].C([P+](C1C=CC=CC=1)(C1C=CC=CC=1)C1C=CC=CC=1)C.O1CCCC1>[CH3:7][O:8][CH2:9][C:10]1[CH:15]=[CH:14][CH:13]=[CH:12][C:11]=1[C:16](=[CH:1][CH3:2])[C:17]([O:19][CH3:20])=[O:18] |f:0.1,4.5|. Reported procedure: At 5° C. 11.2 g (0.1 mol) of potassium tert-butanolate was added to a A mixture of 37.1 g (100 mmol) of ethyltriphenylphosphonium bromide was added under a nitrogen blanket to 300 ml of absolute tetrahydrofuran. At 5° C., 11.2 g (0.1 mol) of potassium tert-butanolate was added. After the mixture had been stirred for 1 hour at 5° C., 20.8 g (100 mmol) of methyl 2-methoxymethylphenylglyoxylate in 100 ml of tetrahydrofuran was dripped in. The mixture wa stirred for 1 hour at 5° C. and for 1 hour at... The reactants are O=[N+]([O-])C=Cc1ccc(OCc2ccccc2)cc1, C[S+](C)(C)=O, CS(C)=O, CC(C)(C)[O-], [I-], [K+], O. Product: O=[N+]([O-])C1CC1c1ccc(OCc2ccccc2)cc1. RXN SMILES: [CH2:13]([c:14]1[cH:15][cH:16][cH:17][cH:18][cH:19]1)[O:20][c:21]1[cH:22][cH:23][c:24]([CH:27]=[CH:28][N+:29](=[O:30])[O-:31])[cH:25][cH:26]1.[CH3:2][S+:3]([CH3:4])([CH3:5])=[O:6].[CH3:33][S:34]([CH3:35])=[O:36].[CH3:7][C:8]([CH3:9])([O-:10])[CH3:11].[I-:1].[K+:12].[OH2:32]>>[CH2:7]1[CH:27]([c:24]2[cH:23][cH:22][c:21]([O:20][CH2:13][c:14]3[cH:15][cH:16][cH:17][cH:18][cH:19]3)[cH:26][cH:25]2)[CH:28]1[N+:29](=[O:30])[O-:31].